Dataset: the Open Reaction Database (ORD), a public repository of structured organic reaction records. Task: describe an organic reaction: reactants, conditions, products, and yield The reactants are IC (iodomethane), Cl (hydrochloric acid), OC1=NC(=NC(=C1NC(C1=CC(=CC=C1)C)=O)O)S (N-(4,6-dihydroxy-2-mercapto-pyrimidin-5-yl)-3-methyl-benzamide), [OH-].[Na+] (sodium hydroxide). Solvent: CN1C(CCC1)=O (N-methylpyrrolidin-2-one), O (water). Reaction conditions: temperature 0 celsius, time 30 minute. Yields the product OC1=NC(=NC(=C1NC(C1=CC(=CC=C1)C)=O)O)SC (N-(4,6-Dihydroxy-2-methylsulfanyl-pyrimidin-5-yl)-3-methyl-benzamide). As a reaction SMILES: [OH:1][C:2]1[C:7]([NH:8][C:9](=[O:17])[C:10]2[CH:15]=[CH:14][CH:13]=[C:12]([CH3:16])[CH:11]=2)=[C:6]([OH:18])[N:5]=[C:4]([SH:19])[N:3]=1.[OH-].[Na+].I[CH3:23].Cl>O.CN1CCCC1=O>[OH:18][C:6]1[C:7]([NH:8][C:9](=[O:17])[C:10]2[CH:15]=[CH:14][CH:13]=[C:12]([CH3:16])[CH:11]=2)=[C:2]([OH:1])[N:3]=[C:4]([S:19][CH3:23])[N:5]=1 |f:1.2|. Reported procedure: 28.6 g of N-(4,6-dihydroxy-2-mercapto-pyrimidin-5-yl)-3-methyl-benzamide in 280 ml of water were cooled to 0° C. With cooling, 10.3 g of sodium hydroxide were added, and the mixture was stirred at 0° C. for 30 min. Then a solution of 6.4 ml of iodomethane in 108 ml of N-methylpyrrolidin-2-one was added. After completion of the reaction (6 h), the mixture was acidified with 6 N hydrochloric acid, and the precipitate filtered off and dried. 21.3 g of the title compound were obtained. Reactants: [N+](=O)([O-])C=1C(=NC=CC1)O (3-nitro-2-hydroxypyridine), BrCC(=O)OCC (Ethyl bromoacetate). Reaction conditions: temperature 0 celsius, time 10 minute. Product: [N+](=O)([O-])C=1C(N(C=CC1)CC(=O)OCC)=O (Ethyl (3-Nitro-2-oxo-1,2-dihydropyridyl)acetate). The yield is 74.6%. RXN SMILES: [N+:1]([C:4]1[C:5]([OH:10])=[N:6][CH:7]=[CH:8][CH:9]=1)([O-:3])=[O:2].Br[CH2:12][C:13]([O:15][CH2:16][CH3:17])=[O:14]>>[N+:1]([C:4]1[C:5](=[O:10])[N:6]([CH2:12][C:13]([O:15][CH2:16][CH3:17])=[O:14])[CH:7]=[CH:8][CH:9]=1)([O-:3])=[O:2]. Procedure: Sodium hydride (4.08 g of a 60% dispersion in mineral oil, 0.10 mole) was washed with hexanes three times (10 mL each) and suspended in dimethylformamide (50 mL). The stirred suspension was cooled in an ice bath, then 3-nitro-2-hydroxypyridine (13.0 g, 0.093 mole) was added in small portions over a 45-minute period. After the addition was complete, the reaction was stirred at 0° C. for 10 minutes, then room temperature for 30 minutes. The reaction mixture was recooled in an ice bath. Ethyl bromo... The reactants are Br (HBr), ClC1=C(C=C(C=C1)C(C(=O)OC)C)OC (methyl 2-(4-chloro-3-methoxyphenyl)propanoate). The solvent is C(C)(=O)O (acetic acid). Reaction conditions: temperature 100 celsius. Yields the product ClC1=C(C=C(C=C1)C(C(=O)OC)C)O (methyl 2-(4-chloro-3-hydroxyphenyl)propanoate). Reaction SMILES: Br.[Cl:2][C:3]1[CH:8]=[CH:7][C:6]([CH:9]([CH3:14])[C:10]([O:12][CH3:13])=[O:11])=[CH:5][C:4]=1[O:15]C>C(O)(=O)C>[Cl:2][C:3]1[CH:8]=[CH:7][C:6]([CH:9]([CH3:14])[C:10]([O:12][CH3:13])=[O:11])=[CH:5][C:4]=1[OH:15]. Reported procedure: 48% aqueous HBr (10 ml) was added to the product of step (ii) (0.21 g) in acetic acid (10 ml) and heated at 100° C. for 10 h. Starting materials: BrC1=C(OCC=O)C=CC(=C1)OC1=CC(=CC=C1)Cl ((2-bromo-4-(3-chlorophenoxy) phenoxy)acetaldehyde), C1(=CC=CC=C1)P(C1=CC=CC=C1)C1=CC=CC=C1 (triphenylphosphine), C(Br)(Br)(Br)Br (carbon tetrabromide). The reagents and catalysts are [Zn] (zinc). Run in C(Cl)Cl (methylene chloride), C(Cl)Cl (methylene chloride). Reaction conditions: time 24 hour. Product: BrC1=C(C=CC(=C1)OC1=CC(=CC=C1)Cl)OCC=C(Br)Br (2-bromo-4-(3-chlorophenoxy)-1-(3,3-dibromo-2-propenyloxy)benzene). Yield: 33.0%. RXN SMILES: C1(P(C2C=CC=CC=2)C2C=CC=CC=2)C=CC=CC=1.[C:20]([Br:24])(Br)(Br)[Br:21].[Br:25][C:26]1[CH:35]=[C:34]([O:36][C:37]2[CH:42]=[CH:41][CH:40]=[C:39]([Cl:43])[CH:38]=2)[CH:33]=[CH:32][C:27]=1[O:28][CH2:29][CH:30]=O>C(Cl)Cl.[Zn]>[Br:25][C:26]1[CH:35]=[C:34]([O:36][C:37]2[CH:42]=[CH:41][CH:40]=[C:39]([Cl:43])[CH:38]=2)[CH:33]=[CH:32][C:27]=1[O:28][CH2:29][CH:30]=[C:20]([Br:24])[Br:21]. Procedure: First, 0.38 g of zinc dust, 1.54 g of triphenylphosphine, 1.94 g of carbon tetrabromide and 20 ml of methylene chloride were charged into a reaction vessel, and stirred at room temperature. After 24 hours, a solution prepared by dissolving 1.0 g of (2-bromo-4-(3-chlorophenoxy) phenoxy)acetaldehyde in 5 ml of methylene chloride was added dropwise to the solution with stirring. After stirring at room temperature for 6 hours, the reaction solution was concentrated to give a residue. This residue wa... Starting materials: ClC1=C(CN(CC1)S(=O)(=O)C1=CC=C(C=C1)C)C=O (4-chloro-1-[(4-methylphenyl)sulfonyl]-1,2,5,6-tetrahydropyridine-3-carbaldehyde), C(=O)([O-])[O-].[Na+].[Na+] (Na2CO3), Cl.N(C)CC(=O)O (sarcosine hydrochloride), C(C)(C)(C)O[K] (tBuOK). Run in CS(=O)C (DMSO), CN(C)C=O (DMF), CN(C)C=O (DMF). Conditions: temperature 40 celsius, time 1.5 hour. Product: CN1C(=CC=2CN(CCC21)S(=O)(=O)C2=CC=C(C=C2)C)C(=O)OCC (ethyl 1-methyl-5-[(4-methylphenyl)sulfonyl]-4,5,6,7-tetrahydro-1H-pyrrolo[3,2-c]pyridine-2-carboxylate). Reaction SMILES: Cl[C:2]1[CH2:7][CH2:6][N:5]([S:8]([C:11]2[CH:16]=[CH:15][C:14]([CH3:17])=[CH:13][CH:12]=2)(=[O:10])=[O:9])[CH2:4][C:3]=1[CH:18]=O.C([O-])([O-])=O.[Na+].[Na+].Cl.[NH:27]([CH2:29][C:30]([OH:32])=[O:31])[CH3:28].[C:33](O[K])(C)(C)[CH3:34]>CS(C)=O.CN(C=O)C>[CH3:28][N:27]1[C:2]2[CH2:7][CH2:6][N:5]([S:8]([C:11]3[CH:12]=[CH:13][C:14]([CH3:17])=[CH:15][CH:16]=3)(=[O:9])=[O:10])[CH2:4][C:3]=2[CH:18]=[C:29]1[C:30]([O:32][CH2:33][CH3:34])=[O:31] |f:1.2.3,4.5|. Reported procedure: To a solution of 4-chloro-1-[(4-methylphenyl)sulfonyl]-1,2,5,6-tetrahydropyridine-3-carbaldehyde (1 eq) obtained in step II of example 200 in DMSO was added Na2CO3(4.0 eq) and sarcosine hydrochloride (2.0 eq) at room temp and the reaction mixture was stirred for 1.5 hr at 40° C. Reaction mass was then quenched with water and extracted with ethyl acetate. Organic layer was separated and dried over anhydrous Na2SO4, concentrated under reduced pressure to afford crude product, which, was dissolve i... The product is COC1=C(CNCCCCCO)C=CC(=C1)OC (5-(2,4-Dimethoxybenzylamino)pentan-1-ol). As a reaction SMILES: [NH2:1][CH2:2][CH2:3][CH2:4][CH2:5][CH2:6][OH:7].[CH3:8][O:9][C:10]1[CH:17]=[C:16]([O:18][CH3:19])[CH:15]=[CH:14][C:11]=1[CH:12]=O.C(O)(=O)C.[BH4-].[Na+].C([O-])(O)=O.[Na+]>CO>[CH3:8][O:9][C:10]1[CH:17]=[C:16]([O:18][CH3:19])[CH:15]=[CH:14][C:11]=1[CH2:12][NH:1][CH2:2][CH2:3][CH2:4][CH2:5][CH2:6][OH:7] |f:3.4,5.6|. Conditions: temperature 10 celsius, time 10 minute. Run in CO (methanol). The yield is 65.0%. Procedure details: A solution of 5-aminopentan-1-ol (194 mmol), 2,4-dimethoxybenzaldehyde (213 mmol) and acetic acid (213 mmol) in methanol (500 ml) was stirred at 10° C. for 0.5 h. NaBH4 (22 g) was added portionwise at −10° C. and the mixture was stirred for 10 minutes. Then the reaction mixture was allowed to warm to 10° C. and stirred for 1.5 h. Saturated NaHCO3 was added and the mixture was stirred for 0.5 h. The mixture was extracted by CH2Cl2 (3×100 ml). The combined organic phase was washed by saturated bri... Starting materials: [BH4-].[Na+] (NaBH4), NCCCCCO (5-aminopentan-1-ol), COC1=C(C=O)C=CC(=C1)OC (2,4-dimethoxybenzaldehyde), C(C)(=O)O (acetic acid), C(=O)(O)[O-].[Na+] (NaHCO3).